From a dataset of the Open Reaction Database (ORD), a public repository of structured organic reaction records. describe an organic reaction: reactants, conditions, products, and yield Starting materials: CC1=C(N=C(O1)C1=CC=CC=C1)COC1=CC=C(COC=2C=CC(=C(OCC(=O)OC)C2)CCC)C=C1 (methyl 2-[5-[4-[(5-methyl-2-phenyl-4-oxazolyl)methoxy]benzyloxy]-2-propylphenoxy]acetate), O1CCCC1 (tetrahydrofuran), [OH-].[Na+] (sodium hydroxide), Cl (Hydrochloric acid). The solvent is CO (methanol), O (water). Reaction conditions: time 2 hour. Product: CC1=C(N=C(O1)C1=CC=CC=C1)COC1=CC=C(COC=2C=CC(=C(OCC(=O)O)C2)CCC)C=C1 (2-[5-[4-[(5-methyl-2-phenyl-4-oxazolyl)methoxy]benzyloxy]-2-propylphenoxy]acetic acid). Isolated yield 89.6%. RXN SMILES: [CH3:1][C:2]1[O:6][C:5]([C:7]2[CH:12]=[CH:11][CH:10]=[CH:9][CH:8]=2)=[N:4][C:3]=1[CH2:13][O:14][C:15]1[CH:37]=[CH:36][C:18]([CH2:19][O:20][C:21]2[CH:22]=[CH:23][C:24]([CH2:33][CH2:34][CH3:35])=[C:25]([CH:32]=2)[O:26][CH2:27][C:28]([O:30]C)=[O:29])=[CH:17][CH:16]=1.O1CCCC1.[OH-].[Na+].Cl>O.CO>[CH3:1][C:2]1[O:6][C:5]([C:7]2[CH:8]=[CH:9][CH:10]=[CH:11][CH:12]=2)=[N:4][C:3]=1[CH2:13][O:14][C:15]1[CH:37]=[CH:36][C:18]([CH2:19][O:20][C:21]2[CH:22]=[CH:23][C:24]([CH2:33][CH2:34][CH3:35])=[C:25]([CH:32]=2)[O:26][CH2:27][C:28]([OH:30])=[O:29])=[CH:17][CH:16]=1 |f:2.3|. Procedure: To a mixture of methyl 2-[5-[4-[(5-methyl-2-phenyl-4-oxazolyl)methoxy]benzyloxy]-2-propylphenoxy]acetate (1.16 g), tetrahydrofuran (4 mL) and methanol (4 mL) was added 1N aqueous sodium hydroxide solution (4.5 mL) and the mixture was stirred at room temperature for 2 hrs. 1N Hydrochloric acid and water were added to acidify the reaction mixture, and the mixture was extracted with ethyl acetate. The organic layer was washed with saturated brine, dried over anhydrous magnesium sulfate, and concent... The reactants are CC1=CC=C(C=C1)S(=O)(=O)[O-].NC(=O)C1=CC=CC2=CN(N=C12)C1=CC=C(C=C1)[C@H]1C[NH2+]CCC1 ((3S)-3-{4-[7-(Aminocarbonyl)-2H-indazol-2-yl]phenyl}piperidinium 4-methylbenzenesulfonate), C(\C=C\C(=O)O)(=O)O (fumaric acid), solution. Solvent: C(C)O (ethanol). Run at temperature 40 celsius, time 24 hour. Product: C(\C=C\C(=O)[O-])(=O)[O-].NC(=O)C1=CC=CC2=CN(N=C12)C1=CC=C(C=C1)[C@H]1C[NH2+]CCC1.NC(=O)C1=CC=CC2=CN(N=C12)C1=CC=C(C=C1)[C@H]1C[NH2+]CCC1 ((3S)-3-{4-[7-(Aminocarbonyl)-2H-indazol-2-yl]phenyl}piperidinium fumarate). Reaction SMILES: CC1C=CC(S([O-])(=O)=O)=CC=1.[NH2:12][C:13]([C:15]1[C:23]2[C:19](=[CH:20][N:21]([C:24]3[CH:29]=[CH:28][C:27]([C@@H:30]4[CH2:35][CH2:34][CH2:33][NH2+:32][CH2:31]4)=[CH:26][CH:25]=3)[N:22]=2)[CH:18]=[CH:17][CH:16]=1)=[O:14].[C:36]([OH:43])(=[O:42])/[CH:37]=[CH:38]/[C:39]([OH:41])=[O:40]>C(O)C>[C:36]([O-:43])(=[O:42])/[CH:37]=[CH:38]/[C:39]([O-:41])=[O:40].[NH2:12][C:13]([C:15]1[C:23]2[C:19](=[CH:20][N:21]([C:24]3[CH:29]=[CH:28][C:27]([C@@H:30]4[CH2:35][CH2:34][CH2:33][NH2+:32][CH2:31]4)=[CH:26][CH:25]=3)[N:22]=2)[CH:18]=[CH:17][CH:16]=1)=[O:14].[NH2:12][C:13]([C:15]1[C:23]2[C:19](=[CH:20][N:21]([C:24]3[CH:29]=[CH:28][C:27]([C@@H:30]4[CH2:35][CH2:34][CH2:33][NH2+:32][CH2:31]4)=[CH:26][CH:25]=3)[N:22]=2)[CH:18]=[CH:17][CH:16]=1)=[O:14] |f:0.1,4.5.6|. Reported procedure: 50 mg of tert-butyl(3S)-3-{4-[7-(aminocarbonyl)-2H-indazol-2-yl]phenyl}piperidine-1-carboxylate (Example 1, D3) as a compound stock solution was reacted with 1 mole equivalent of fumaric acid, added as a 0.405 Molar solution in ethanol. Excess solvent was removed under centrifugal evaporation and 1 mL of ethanol added at ambient room temperature (˜25° C.). The resultant solution stirred at 40° C. for 24 hours. The experiment was left to gently evaporate under atmospheric conditions where a color... Starting materials: BrC1=CC(=C(C=C1)NC1=C(C=2N(C=C1C(=O)NN)C=CN2)Cl)F (7-(4-Bromo-2-fluoro-phenylamino)-8-chloro-imidazo[1,2-a]pyridine-6-carboxylic acid hydrazide), N#CBr (Cyanogen bromide), C([O-])(O)=O.[Na+] (sodium bicarbonate). The solvent is O1CCOCC1 (dioxane), O (H2O), C(C)(=O)OCC (ethyl acetate). Reaction conditions: time 16 hour. Product: NC1=NN=C(O1)C=1C(=C(C=2N(C1)C=CN2)Cl)NC2=C(C=C(C=C2)Br)F ([6-(5-amino-[1,3,4]oxadiazol-2-yl)-8-chloroimidazo[1,2-a]pyridin-7-yl]-(4-bromo-2-fluorophenyl)-amine). The yield is 91.6%. As a reaction SMILES: [Br:1][C:2]1[CH:7]=[CH:6][C:5]([NH:8][C:9]2[C:14]([C:15]([NH:17][NH2:18])=[O:16])=[CH:13][N:12]3[CH:19]=[CH:20][N:21]=[C:11]3[C:10]=2[Cl:22])=[C:4]([F:23])[CH:3]=1.[N:24]#[C:25]Br.C(=O)(O)[O-].[Na+]>O1CCOCC1.O.C(OCC)(=O)C>[NH2:24][C:25]1[O:16][C:15]([C:14]2[C:9]([NH:8][C:5]3[CH:6]=[CH:7][C:2]([Br:1])=[CH:3][C:4]=3[F:23])=[C:10]([Cl:22])[C:11]3[N:12]([CH:19]=[CH:20][N:21]=3)[CH:13]=2)=[N:17][N:18]=1 |f:2.3|. Procedure: 7-(4-Bromo-2-fluoro-phenylamino)-8-chloro-imidazo[1,2-a]pyridine-6-carboxylic acid hydrazide (100 mg, 0.25 mmol) was suspended in dioxane (2 mL). Cyanogen bromide (27 mg, 0.253 mmol) was added, followed by a solution of sodium bicarbonate (21 mg, 0.25 mmol) in H2O (1.2 mL). The reaction mixture was stirred at room temperature for 16 hours. The reaction mixture was diluted with ethyl acetate and washed with water and saturated aqueous NaCl, dried over Na2SO4 and concentrated to yield the desired ...